Dataset: the Open Reaction Database (ORD), a public repository of structured organic reaction records. Task: describe an organic reaction: reactants, conditions, products, and yield Starting materials: C(#N)/C(/C(=O)OCC)=C\C1=C(C=CC=C1)Cl ((E)-ethyl 2-cyano-3-(o-chlorophenyl)-2-propenoate), cyanoester, C(#N)CC(=O)OCC (ethyl cyanoacetate), ClC1=C(C=O)C=CC=C1 (o-chlorobenzaldehyde), [N+](=O)([O-])C(C)C (2-nitropropane), C([O-])([O-])=O.[K+].[K+] (potassium carbonate). Solvent: C(C)O (ethyl alcohol). Product: C(#N)C1(C(C1C1=C(C=CC=C1)Cl)(C)C)C(=O)OCC (Ethyl 1-Cyano-2,2-dimethyl-3-(o-chlorophenyl)-cyclopropanecarboxylate). Yield: 88.0%. RXN SMILES: [C:1](/[C:3](=[CH:9]\[C:10]1[CH:15]=[CH:14][CH:13]=[CH:12][C:11]=1[Cl:16])/[C:4]([O:6][CH2:7][CH3:8])=[O:5])#[N:2].[C:17]([CH2:19][C:20](OCC)=O)#N.ClC1C=CC=CC=1C=O.[N+](C(C)C)([O-])=O.C(=O)([O-])[O-].[K+].[K+]>C(O)C>[C:1]([C:3]1([C:4]([O:6][CH2:7][CH3:8])=[O:5])[CH:9]([C:10]2[CH:15]=[CH:14][CH:13]=[CH:12][C:11]=2[Cl:16])[C:19]1([CH3:20])[CH3:17])#[N:2] |f:4.5.6|. Procedure: A mixture of 640 mg (2.7 mmoles) of (E)-ethyl 2-cyano-3-(o-chlorophenyl)-2-propenoate (6) (prepared from ethyl cyanoacetate and o-chlorobenzaldehyde using the procedure described in Example I for an analogous cyanoester), 0.25 mL (2.78 mmoles) of 2-nitropropane, 357 mg (2.6 mmoles) of anhydrous potassium carbonate, and 4.0 mL of absolute ethyl alcohol was heated at reflux for 3 hours. The product was isolated as described in the procedure of Example VIII, affording 664 mg (88% yield) of cyclopro... The reactants are C(\C=C/CO)O ((Z)-2-buten-1,4-diol), C(C1=CC=CC=C1)Br (benzyl bromide), ice water. Run at temperature 0 celsius, time 30 minute. The product is C(C1=CC=CC=C1)OC\C=C/CO ((Z)-4-benzyloxy-2-buten-1-ol). Isolated yield 63.2%. Reaction SMILES: [CH2:1]([OH:6])/[CH:2]=[CH:3]\[CH2:4][OH:5].[CH2:7](Br)[C:8]1[CH:13]=[CH:12][CH:11]=[CH:10][CH:9]=1>>[CH2:7]([O:5][CH2:4]/[CH:3]=[CH:2]\[CH2:1][OH:6])[C:8]1[CH:13]=[CH:12][CH:11]=[CH:10][CH:9]=1. Procedure: 14.6 g of sodium hydride (60 % in oil) was washed with n-pentane under an argon gas. After drying, 150 ml of dry dimethylformamide (hereinafter referred to simply as DMF) was added thereto to form a suspension. 75 g of (Z)-2-buten-1,4-diol was dropwise added thereto at 0° C. under stirring over a period of 30 minutes. The mixture was stirred at room temperature for 1.5 hours, and 44 g of benzyl bromide was added at 0° C. under stirring. The mixture was stirred at the same temperature for 30 minu... Reactants: C(C)(C)(C)OC(N(C)C1CN(CC1)C=1C=CC=2N(N1)C(=CN2)Br)=O ([1-(3-bromo-imidazo[1,2-b]pyridazin-6-yl)-pyrrolidin-3-yl]-methyl-carbamic acid tert-butyl ester), N1=CC=C(C=C1)B(O)O (4-pyridinylboronic acid), C(=O)([O-])[O-].[K+].[K+] (K2CO3). The reagents and catalysts are Cl[Pd]([P](C1=CC=CC=C1)(C2=CC=CC=C2)C3=CC=CC=C3)([P](C4=CC=CC=C4)(C5=CC=CC=C5)C6=CC=CC=C6)Cl (dichlorobis(triphenylphosphine)palladium(II)). Solvent: CC#N.O (MeCN water). Conditions: temperature 150 celsius. Product: C(C)(C)(C)OC(N(C1CN(CC1)C=1C=CC=2N(N1)C(=CN2)C2=CC=NC=C2)C)=O (Methyl-[1-(3-pyridin-4-yl-imidazo[1,2-b]pyridazin-6-yl)-pyrrolidin-3-yl]-carbamic acid tert-butyl ester). The yield is 25.7%. RXN SMILES: [C:1]([O:5][C:6](=[O:24])[N:7]([CH:9]1[CH2:13][CH2:12][N:11]([C:14]2[CH:15]=[CH:16][C:17]3[N:18]([C:20](Br)=[CH:21][N:22]=3)[N:19]=2)[CH2:10]1)[CH3:8])([CH3:4])([CH3:3])[CH3:2].[N:25]1[CH:30]=[CH:29][C:28](B(O)O)=[CH:27][CH:26]=1.C([O-])([O-])=O.[K+].[K+]>CC#N.O.Cl[Pd](Cl)([P](C1C=CC=CC=1)(C1C=CC=CC=1)C1C=CC=CC=1)[P](C1C=CC=CC=1)(C1C=CC=CC=1)C1C=CC=CC=1>[C:1]([O:5][C:6](=[O:24])[N:7]([CH3:8])[CH:9]1[CH2:13][CH2:12][N:11]([C:14]2[CH:15]=[CH:16][C:17]3[N:18]([C:20]([C:28]4[CH:29]=[CH:30][N:25]=[CH:26][CH:27]=4)=[CH:21][N:22]=3)[N:19]=2)[CH2:10]1)([CH3:4])([CH3:3])[CH3:2] |f:2.3.4,5.6,^1:46,65|. Reported procedure: A mixture of [1-(3-bromo-imidazo[1,2-b]pyridazin-6-yl)-pyrrolidin-3-yl]-methyl-carbamic acid tert-butyl ester (100 mg, 0.25 mmol), 4-pyridinylboronic acid (40 mg, 0.33 mmol), K2CO3 (104 mg, 0.75 mmol) and dichlorobis(triphenylphosphine)palladium(II) (8.8 mg, 0.013 mmol) in MeCN/water (3.2 ml/0.8 ml) was heated in a microwave at 150° C. for 15 min. The water layer was removed and the organic layer was diluted with MeCN and filtered. The filtrate was subjected to preparative HPLC to give the title... The reactants are C(C#C)OC (Methyl propargyl ether), solution, C(CCC)[Li] (butyl lithium), CCCCCC (hexane), CN(C1(CCC(CC1)=O)C1=CC=CC=C1)C (4-dimethylamino-4-phenylcyclohexanone), CI (methyl iodide), [Br-].[Li+] (lithium bromide). As a reaction SMILES: [CH2:1]([O:4][CH3:5])[C:2]#[CH:3].[CH2:6]([Li])CCC.CCCCCC.[CH3:17][N:18]([CH3:32])[C:19]1([C:26]2[CH:31]=[CH:30][CH:29]=[CH:28][CH:27]=2)[CH2:24][CH2:23][C:22](=[O:25])[CH2:21][CH2:20]1.[Br-].[Li+].CI>O.CS(C)=O.C1COCC1>[CH3:6][O:25][C:22]1([C:3]#[C:2][CH2:1][O:4][CH3:5])[CH2:23][CH2:24][C:19]([N:18]([CH3:32])[CH3:17])([C:26]2[CH:27]=[CH:28][CH:29]=[CH:30][CH:31]=2)[CH2:20][CH2:21]1 |f:4.5|. Procedure: Methyl propargyl ether (1.47 g, 21.0 mmol) dissolved in abs. THF (15 mL) was added in drops to a 2.5 M solution of butyl lithium in hexane (8.4 mL, 21.0 mmol) at −30° C. in argon. A solution of 4-dimethylamino-4-phenylcyclohexanone (4.34 g, 20.0 mmol) in abs. THF (20 mL) and lithium bromide (0.87 g, 10 mmol) dissolved in abs. THF (2.5 mL) was then added at −30° C. The reaction mixture was heated to −5° C., mixed drop by drop with a solution of methyl iodide (4.25 g, 30 mmol) in abs. DMSO (25 mL)... Run in C1CCOC1 (THF), C1CCOC1 (THF), O (water), CS(=O)C (DMSO), C1CCOC1 (THF). Conditions: temperature -5 celsius. Yields the product COC1(CCC(CC1)(C1=CC=CC=C1)N(C)C)C#CCOC ([4-methoxy-4-(3-methoxy-prop-1-ynyl)-1-phenyl-cyclohexyl]-dimethylamine). Reactants: resultant solution, [H-].[Al+3].[Li+].[H-].[H-].[H-] (lithium aluminum hydride), ice, C(C)OC(=O)CCCOC1=NC=2CCCCC2N=C1 (2-(3-ethoxycarbonylpropoxy)-5,6,7,8-tetrahydroquinoxaline), Cl (HCl). Solvent: O1CCCC1 (THF), O1CCCC1 (tetrahydrofuran). Conditions: time 2 hour. Product: OCCCCOC1=NC=2CCCCC2N=C1 (2-(4-hydroxybutoxy)-5,6,7,8-tetrahydroquinoxaline). The yield is 99.6%. Reaction SMILES: C([O:3][C:4]([CH2:6][CH2:7][CH2:8][O:9][C:10]1[CH:19]=[N:18][C:17]2[CH2:16][CH2:15][CH2:14][CH2:13][C:12]=2[N:11]=1)=O)C.[H-].[Al+3].[Li+].[H-].[H-].[H-].Cl>O1CCCC1>[OH:3][CH2:4][CH2:6][CH2:7][CH2:8][O:9][C:10]1[CH:19]=[N:18][C:17]2[CH2:16][CH2:15][CH2:14][CH2:13][C:12]=2[N:11]=1 |f:1.2.3.4.5.6|. Reported procedure: 1.84 g (7.0 mmol) of 2-(3-ethoxycarbonylpropoxy)-5,6,7,8-tetrahydroquinoxaline was dissolved in 10 ml of tetrahydrofuran (THF), and the solution was ice-cooled. The resultant solution was dropwise added to a suspension of 319 mg (8.4 mmol) of lithium aluminum hydride in 15 ml of THF under ice cooling, followed by stirring for 2 hours at the same temperature as used in the ice cooling above, to thereby effect a reaction. To the resultant reaction mixture was added 2N HCl to thereby acidify the mi...